Task: describe an organic reaction: reactants, conditions, products, and yield. Dataset: the Open Reaction Database (ORD), a public repository of structured organic reaction records Starting materials: CCC(OS(=O)(=O)c1ccc(C)cc1)C(CC1CCCCC1)NC(=O)OC(C)(C)C, CN. Yields the product CCC(NC)C(CC1CCCCC1)NC(=O)OC(C)(C)C. RXN SMILES: [CH3:1][c:2]1[cH:3][cH:4][c:5]([S:6]([O:7][CH:12]([CH:13]([CH2:14][CH:15]2[CH2:16][CH2:17][CH2:18][CH2:19][CH2:20]2)[NH:21][C:22](=[O:23])[O:24][C:25]([CH3:26])([CH3:27])[CH3:28])[CH2:29][CH3:30])(=[O:8])=[O:9])[cH:10][cH:11]1.[CH3:31][NH2:32]>>[CH:12]([CH:13]([CH2:14][CH:15]1[CH2:16][CH2:17][CH2:18][CH2:19][CH2:20]1)[NH:21][C:22](=[O:23])[O:24][C:25]([CH3:26])([CH3:27])[CH3:28])([CH2:29][CH3:30])[NH:32][CH3:31]. Reported procedure: The title compound was prepared from 5-(4-chloro-3-methyl-phenyl)-7-difluoromethyl-pyrazolo[1,5-a]pyrimidine-3-carboxylic acid (example C.14) and 3-sulfamoyl-phenylamine [commercially available] according to general procedure II. Yellow solid. MS (EI) 491.1 [M]; mp 264° C. Starting materials: ClC1=C(C=C(C=C1)C1=NC=2N(C(=C1)C(F)F)N=CC2C(=O)O)C (5-(4-chloro-3-methyl-phenyl)-7-difluoromethyl-pyrazolo[1,5-a]pyrimidine-3-carboxylic acid), S(N)(=O)(=O)C=1C=C(C=CC1)N (3-sulfamoyl-phenylamine). As a reaction SMILES: [Cl:1][C:2]1[CH:7]=[CH:6][C:5]([C:8]2[CH:13]=[C:12]([CH:14]([F:16])[F:15])[N:11]3[N:17]=[CH:18][C:19]([C:20]([OH:22])=O)=[C:10]3[N:9]=2)=[CH:4][C:3]=1[CH3:23].[S:24]([C:28]1[CH:29]=[C:30]([NH2:34])[CH:31]=[CH:32][CH:33]=1)(=[O:27])(=[O:26])[NH2:25]>>[S:24]([C:28]1[CH:29]=[C:30]([NH:34][C:20]([C:19]2[CH:18]=[N:17][N:11]3[C:12]([CH:14]([F:16])[F:15])=[CH:13][C:8]([C:5]4[CH:6]=[CH:7][C:2]([Cl:1])=[C:3]([CH3:23])[CH:4]=4)=[N:9][C:10]=23)=[O:22])[CH:31]=[CH:32][CH:33]=1)(=[O:26])(=[O:27])[NH2:25]. Yields the product S(N)(=O)(=O)C=1C=C(C=CC1)NC(=O)C=1C=NN2C1N=C(C=C2C(F)F)C2=CC(=C(C=C2)Cl)C (5-(4-Chloro-3-methyl-phenyl)-7-difluoromethyl-pyrazolo[1,5-a]pyrimidine-3-carboxylic acid(3-sulfamoyl-phenyl)-amide).